describe an organic reaction: reactants, conditions, products, and yield From a dataset of the Open Reaction Database (ORD), a public repository of structured organic reaction records. The product is C[SiH](C)OCC1(C)OCC(=O)C(C(C)(C)C)O1. Reaction SMILES: [C:1]([CH3:2])([CH3:3])([CH3:4])[CH:5]1[O:6][C:7]([CH3:12])([CH2:13][O:14][SiH:15]([CH3:16])[CH3:17])[O:8][CH2:9][CH:10]1[OH:11].[CH3:52][S:53]([CH3:54])=[O:55].[CH3:57][CH2:58][O:59][C:60](=[O:61])[CH3:62].[CH:31]1([N:32]=[C:33]=[N:34][CH:35]2[CH2:36][CH2:37][CH2:38][CH2:39][CH2:40]2)[CH2:41][CH2:42][CH2:43][CH2:44][CH2:45]1.[OH2:56].[OH:24][C:25]([C:26]([F:27])([F:28])[F:29])=[O:30].[cH:18]1[cH:19][cH:20][n:21][cH:22][cH:23]1.[cH:46]1[cH:47][cH:48][cH:49][cH:50][cH:51]1>>[C:1]([CH3:2])([CH3:3])([CH3:4])[CH:5]1[O:6][C:7]([CH3:12])([CH2:13][O:14][SiH:15]([CH3:16])[CH3:17])[O:8][CH2:9][C:10]1=[O:11]. Starting materials: C[SiH](C)OCC1(C)OCC(O)C(C(C)(C)C)O1, CS(C)=O, CCOC(C)=O, C(=NC1CCCCC1)=NC1CCCCC1, O, O=C(O)C(F)(F)F, c1ccncc1, c1ccccc1.